Dataset: the Open Reaction Database (ORD), a public repository of structured organic reaction records. Task: describe an organic reaction: reactants, conditions, products, and yield Starting materials: C1(=CC=CC=C1)N1N=C2C(=CNC=3C=CC(=NC23)N2CCNCC2)C1=O (2-Phenyl-8-(piperazin-1-yl)-2,5-dihydro-pyrazolo[4,3-c][1,5]naphthyridin-3-one), N1CCOCC1 (morpholine). Product: N1(CCOCC1)C1=NC=2C=3C(=CNC2C=C1)C(N(N3)C3=CC=CC=C3)=O (8-Morpholin-4-yl-2-phenyl-2,5-dihydro-pyrazolo[4,3-c][1,5]naphthyridin-3-one). As a reaction SMILES: [C:1]1([N:7]2[C:25](=[O:26])[C:10]3=[CH:11][NH:12][C:13]4[CH:14]=[CH:15][C:16]([N:19]5[CH2:24][CH2:23]N[CH2:21][CH2:20]5)=[N:17][C:18]=4[C:9]3=[N:8]2)[CH:6]=[CH:5][CH:4]=[CH:3][CH:2]=1.N1CC[O:30]CC1>>[N:19]1([C:16]2[CH:15]=[CH:14][C:13]3[NH:12][CH:11]=[C:10]4[C:25](=[O:26])[N:7]([C:1]5[CH:6]=[CH:5][CH:4]=[CH:3][CH:2]=5)[N:8]=[C:9]4[C:18]=3[N:17]=2)[CH2:20][CH2:21][O:30][CH2:23][CH2:24]1. Procedure: The title compound was prepared following the procedure described for 6a using morpholine instead of piperazine. 1H-NMR (DMSO-d6) δ (ppm): 3.01 (4H, brm), 3.78 (4H, brm), 7.12 (1H, dt, J=7.56, 7.33 Hz), 7.23 (1H, d, J=9.28 Hz), 7.45 (2H, dd, J=8.54, 7.32 Hz), 7.88 (1H, d, J=9.53 Hz), 8.21 (2H, dd, J=8.55, 1.22 Hz), 8.57 (1H, s). m/z 348.4 (MH+). Reactants: ClCC(=C)CCl (2-(Chloromethyl)-3-chloro-1-propene), [Na] (Sodium), SC(CO)CS (2,3-dimercapto-1-propanol), Solution 2, Solutions 1. Solvent: C(C)O (ethanol), C(C)O (ethanol). Product: OCC1SCC(CSC1)=C (2-(hydroxymethyl)-6-methylene-1,4-dithiepane). Isolated yield 92.2%. RXN SMILES: [Na].[SH:2][CH:3]([CH2:6][SH:7])[CH2:4][OH:5].Cl[CH2:9][C:10]([CH2:12]Cl)=[CH2:11]>C(O)C>[OH:5][CH2:4][CH:3]1[CH2:6][S:7][CH2:12][C:10](=[CH2:9])[CH2:11][S:2]1 |^1:0|. Procedure: Sodium metal (0.77 g) was dissolved in 35 mL of absolute ethanol at room temperature under nitrogen protection. Then 2,3-dimercapto-1-propanol (1.99 g, 1.6 mL, 16 mmoles) was added dropwise. The solution was taken up in a syringe and diluted to 44 mL. Solution 2. 2-(Chloromethyl)-3-chloro-1-propene (2 g, 16 mmoles) was dissolved in 30 mL of absolute ethanol. The solution was taken up into a syringe and diluted to a volume of 44 mL. Solutions 1 and 2 were added simultaneously (via syringe pump us... The reactants are cupric acetate, C(C)(=O)[O-].[Tl+] (thallium acetate), C=C (ethylene), O=O (oxygen), C(C)(C)(C)C1=CC=CC=C1 (tert-butylbenzene), C(C)(=O)O (acetic acid). Reagents/catalysts: C(C)(=O)[O-].[Pd+2].C(C)(=O)[O-] (palladium acetate). The solvent is N1=CC=CC=C1 (pyridine). Conditions: time 16 hour. Product: C(C)(C)(C)C=CC1=CC=CC=C1 (tert-Butylstyrene). Reaction SMILES: [C:1]([O-])(=O)[CH3:2].[Tl+].[C:6]([C:10]1[CH:15]=CC=CC=1)([CH3:9])([CH3:8])[CH3:7].[CH2:16]=[CH2:17].O=O.[C:20](O)(=O)[CH3:21]>C([O-])(=O)C.[Pd+2].C([O-])(=O)C.N1C=CC=CC=1>[C:6]([CH:10]=[CH:15][C:1]1[CH:2]=[CH:21][CH:20]=[CH:17][CH:16]=1)([CH3:9])([CH3:8])[CH3:7] |f:0.1,6.7.8|. Procedure details: A catalyst solution was prepared by dissolving 0.05 g of palladium acetate, 0.02 g of cupric acetate and 0.02 g of thallium acetate in 1 ml. of pyridine and adding thereto 10 ml. of acetic acid. Said catalyst solution and 20 ml. of tert-butylbenzene were enclosed in a microbomb having a volume of 100 ml. and ethylene and oxygen were introduced into the bombe in terms of pressure of 10 kg/cm2 and 30 kg/cm2, respectively, from the upper valve. The reaction was carried out at 120°C for 16 hours lay... The reactants are NC=1C(N(C(N(C1N)CC)=O)CC)=O (5,6-diamino-1,3-diethyluracil), CC(C(=O)O)=CC1=CC=CC=C1 (α-methylcinnamic acid). The product is C(C)N1C(=O)N(C=2N=C(NC2C1=O)\C(=C\C1=CC=CC=C1)\C)CC ((E)-1,3-Diethyl-8-(α-methylstyryl)xanthine). Isolated yield 49.8%. Reaction SMILES: [NH2:1][C:2]1[C:3](=[O:14])[N:4]([CH2:12][CH3:13])[C:5](=[O:11])[N:6]([CH2:9][CH3:10])[C:7]=1[NH2:8].[CH3:15][C:16](=[CH:20][C:21]1[CH:26]=[CH:25][CH:24]=[CH:23][CH:22]=1)[C:17](O)=O>>[CH2:12]([N:4]1[C:3](=[O:14])[C:2]2[NH:1][C:15](/[C:16](/[CH3:17])=[CH:20]/[C:21]3[CH:26]=[CH:25][CH:24]=[CH:23][CH:22]=3)=[N:8][C:7]=2[N:6]([CH2:9][CH3:10])[C:5]1=[O:11])[CH3:13]. Procedure details: Substantially the same procedure as in Example 7 was repeated using 2.00 g (10.1 mmol) of 5,6-diamino-1,3-diethyluracil and 1.80 g (11.1 mmol) of α-methylcinnamic acid. Then, the resultant crude crystals were recrystallized from ethanol/water to give 1.63 g (yield 50%) of Compound 134 as white needles. The reactants are BrC1=C(C=C(C=C1)OC)O (2-bromo-5-methoxy-phenol), BrCCOC (1-bromo-2-methoxy-ethane). Product: BrC1=C(C=C(C=C1)OC)OCCOC (1-Bromo-4-methoxy-2-(2-methoxy-ethoxy)-benzene). Reaction SMILES: [Br:1][C:2]1[CH:7]=[CH:6][C:5]([O:8][CH3:9])=[CH:4][C:3]=1[OH:10].Br[CH2:12][CH2:13][O:14][CH3:15]>>[Br:1][C:2]1[CH:7]=[CH:6][C:5]([O:8][CH3:9])=[CH:4][C:3]=1[O:10][CH2:12][CH2:13][O:14][CH3:15]. Procedure: Starting from commercially available 2-bromo-5-methoxy-phenol and 1-bromo-2-methoxy-ethane the title compound is obtained as colorless solid. The reactants are CCOC(C)=O, ClCCl, O=C(Cc1ccccc1OCCCN1CCCC1)OCc1ccccc1, [OH-], [OH-], [Pd+2]. The product is O=C(O)Cc1ccccc1OCCCN1CCCC1. RXN SMILES: [CH3:27][CH2:28][O:29][C:30](=[O:31])[CH3:32].[Cl:33][CH2:34][Cl:35].[N:1]1([CH2:6][CH2:7][CH2:8][O:9][c:10]2[c:11]([CH2:16][C:17](=[O:18])[O:19][CH2:20][c:21]3[cH:22][cH:23][cH:24][cH:25][cH:26]3)[cH:12][cH:13][cH:14][cH:15]2)[CH2:2][CH2:3][CH2:4][CH2:5]1.[OH-:36].[OH-:38].[Pd+2:37]>>[N:1]1([CH2:6][CH2:7][CH2:8][O:9][c:10]2[c:11]([CH2:16][C:17](=[O:18])[OH:19])[cH:12][cH:13][cH:14][cH:15]2)[CH2:2][CH2:3][CH2:4][CH2:5]1. The reactants are COC1=CC=C(C=C1)C(CC1=CC=CC=C1)=O (4′-methoxy-2-phenylacetophenone), BrCC(=O)OCC (ethyl bromoacetate), [H-].[Na+] (NaH). Solvent: C1(=CC=CC=C1)C (toluene), C1(=CC=CC=C1)C (toluene), CS(=O)C (DMSO). Run at time 30 minute. Yields the product C(C)OC(CC(C(=O)C1=CC=C(C=C1)OC)C1=CC=CC=C1)=O (4-(4-methoxy-phenyl)-4-oxo-3-phenyl-butyric acid ethyl ester). The yield is 99.0%. As a reaction SMILES: [H-].[Na+].[CH3:3][O:4][C:5]1[CH:10]=[CH:9][C:8]([C:11](=[O:19])[CH2:12][C:13]2[CH:18]=[CH:17][CH:16]=[CH:15][CH:14]=2)=[CH:7][CH:6]=1.Br[CH2:21][C:22]([O:24][CH2:25][CH3:26])=[O:23]>CS(C)=O.C1(C)C=CC=CC=1>[CH2:25]([O:24][C:22](=[O:23])[CH2:21][CH:12]([C:13]1[CH:18]=[CH:17][CH:16]=[CH:15][CH:14]=1)[C:11]([C:8]1[CH:7]=[CH:6][C:5]([O:4][CH3:3])=[CH:10][CH:9]=1)=[O:19])[CH3:26] |f:0.1|. Procedure: A suspension of NaH (12.8 mmol, 512 mg) in DMSO (23 mL) was added 4′-methoxy-2-phenylacetophenone (12.8 mmol, 2.89 g) in 10 ml toluene dropwise under argon. After 30 minutes of stirring, ethyl bromoacetate (1.4 mL, 1 eq.) in 10 mL of toluene was added and the mixture was stirred at rt overnight. The reaction was quenched by addition of 2N HCl (4 mL), and then 60 mL of water. The mixture was extracted with CH2Cl2 (3×30 mL), dried over MgSO4 and concentrated under vacuum overnight to afforded 4.0 ...